This data is from the Open Reaction Database (ORD), a public repository of structured organic reaction records. The task is: describe an organic reaction: reactants, conditions, products, and yield The reactants are CC1CN(C(=O)C(F)(F)F)CCc2c(Br)cc(=O)[nH]c21, CCO. Product: CC1CN(C(=O)C(F)(F)F)CCc2ccc(=O)[nH]c21. As a reaction SMILES: [Br:1][c:2]1[cH:3][c:4](=[O:20])[nH:5][c:6]2[c:12]1[CH2:11][CH2:10][N:9]([C:13]([C:14]([F:15])([F:16])[F:17])=[O:18])[CH2:8][CH:7]2[CH3:19].[CH3:21][CH2:22][OH:23]>>[cH:2]1[cH:3][c:4](=[O:20])[nH:5][c:6]2[c:12]1[CH2:11][CH2:10][N:9]([C:13]([C:14]([F:15])([F:16])[F:17])=[O:18])[CH2:8][CH:7]2[CH3:19]. Reactants: CCc1ccc(NC(=O)C(C)(C)C)nc1Cl, Cl, [Na+], [OH-]. Product: CCc1ccc(N)nc1Cl. Reaction SMILES: [Cl:1][c:2]1[c:3]([CH2:15][CH3:16])[cH:4][cH:5][c:6]([NH:8][C:9](=[O:10])[C:11]([CH3:12])([CH3:13])[CH3:14])[n:7]1.[ClH:19].[Na+:18].[OH-:17]>>[Cl:1][c:2]1[c:3]([CH2:15][CH3:16])[cH:4][cH:5][c:6]([NH2:8])[n:7]1. The reactants are CCOC(=O)CCCCCCBr, O=C([O-])[O-], CCOC(C)=O, CN(C)C=O, Oc1ccc(-c2cnc3ccc(-c4cn(C(c5ccccc5)(c5ccccc5)c5ccccc5)nc4-c4ccc(F)cc4)cn23)cc1, [O-][I+2]([O-])[O-], [K+], [K+], [Na+], O. Product: CCOC(=O)CCCCCCOc1ccc(-c2cnc3ccc(-c4cn(C(c5ccccc5)(c5ccccc5)c5ccccc5)nc4-c4ccc(F)cc4)cn23)cc1. RXN SMILES: [Br:48][CH2:49][CH2:50][CH2:51][CH2:52][CH2:53][CH2:54][C:55](=[O:56])[O:57][CH2:58][CH3:59].[C:65](=[O:66])([O-:67])[O-:68].[CH3:72][CH2:73][O:74][C:75](=[O:76])[CH3:77].[CH3:78][N:79]([CH3:80])[CH:81]=[O:82].[F:1][c:2]1[cH:3][cH:4][c:5](-[c:8]2[n:9][n:10]([C:29]([c:30]3[cH:31][cH:32][cH:33][cH:34][cH:35]3)([c:36]3[cH:37][cH:38][cH:39][cH:40][cH:41]3)[c:42]3[cH:43][cH:44][cH:45][cH:46][cH:47]3)[cH:11][c:12]2-[c:13]2[cH:14][cH:15][c:16]3[n:17]([cH:18]2)[c:19](-[c:22]2[cH:23][cH:24][c:25]([OH:28])[cH:26][cH:27]2)[cH:20][n:21]3)[cH:6][cH:7]1.[I+2:60]([O-:61])([O-:62])[O-:63].[K+:69].[K+:70].[Na+:64].[OH2:71]>>[F:1][c:2]1[cH:3][cH:4][c:5](-[c:8]2[n:9][n:10]([C:29]([c:30]3[cH:31][cH:32][cH:33][cH:34][cH:35]3)([c:36]3[cH:37][cH:38][cH:39][cH:40][cH:41]3)[c:42]3[cH:43][cH:44][cH:45][cH:46][cH:47]3)[cH:11][c:12]2-[c:13]2[cH:14][cH:15][c:16]3[n:17]([cH:18]2)[c:19](-[c:22]2[cH:23][cH:24][c:25]([O:28][CH2:49][CH2:50][CH2:51][CH2:52][CH2:53][CH2:54][C:55](=[O:56])[O:57][CH2:58][CH3:59])[cH:26][cH:27]2)[cH:20][n:21]3)[cH:6][cH:7]1. The reactants are O=C(n1ccnc1)n1ccnc1, NCCc1ccccc1, C1CCOC1, CC1(C)Oc2ccc(Cl)cc2C(CS(=O)(=O)NCC(=O)O)C1O. Product: CC1(C)Oc2ccc(Cl)cc2C(CS(=O)(=O)NCC(=O)NCCc2ccccc2)C1O. As a reaction SMILES: [C:24]([n:25]1[cH:26][cH:27][n:28][cH:29]1)([n:30]1[cH:31][cH:32][n:33][cH:34]1)=[O:35].[CH2:36]([CH2:37][c:38]1[cH:39][cH:40][cH:41][cH:42][cH:43]1)[NH2:44].[CH2:45]1[O:46][CH2:47][CH2:48][CH2:49]1.[Cl:1][c:2]1[cH:3][c:4]2[c:9]([cH:10][cH:11]1)[O:8][C:7]([CH3:12])([CH3:13])[CH:6]([OH:14])[CH:5]2[CH2:15][S:16](=[O:17])(=[O:18])[NH:19][CH2:20][C:21](=[O:22])[OH:23]>>[Cl:1][c:2]1[cH:3][c:4]2[c:9]([cH:10][cH:11]1)[O:8][C:7]([CH3:12])([CH3:13])[CH:6]([OH:14])[CH:5]2[CH2:15][S:16](=[O:17])(=[O:18])[NH:19][CH2:20][C:21](=[O:22])[NH:44][CH2:36][CH2:37][c:38]1[cH:39][cH:40][cH:41][cH:42][cH:43]1. Reactants: C1(CCCCCC1)=NO (cycloheptanone oxime), ClC=1C=C(C=CC1F)C1CCN(CC1)CCCC(=O)OCC (ethyl 4-(4-(3-chloro-4-fluorophenyl)piperidin-1-yl)-n-butyrate). Product: ClC=1C=C(C=CC1F)C1CCN(CC1)CCCC1=C2C(=NO1)CCCCC2 (3-(3-(4-(3-chloro-4-fluorophenyl)piperidin-1-yl)propyl)-5,6,7,8-tetrahydro-4H-cyclohepta[c]isoxazole). RXN SMILES: [C:1]1(=[N:8][OH:9])[CH2:7][CH2:6][CH2:5][CH2:4][CH2:3][CH2:2]1.[Cl:10][C:11]1[CH:12]=[C:13]([CH:18]2[CH2:23][CH2:22][N:21]([CH2:24][CH2:25][CH2:26][C:27](OCC)=O)[CH2:20][CH2:19]2)[CH:14]=[CH:15][C:16]=1[F:17]>>[Cl:10][C:11]1[CH:12]=[C:13]([CH:18]2[CH2:23][CH2:22][N:21]([CH2:24][CH2:25][CH2:26][C:27]3[O:9][N:8]=[C:1]4[CH2:7][CH2:6][CH2:5][CH2:4][CH2:3][C:2]=34)[CH2:20][CH2:19]2)[CH:14]=[CH:15][C:16]=1[F:17]. Procedure details: By the same reaction and treatment as in Example 48 using cycloheptanone oxime and ethyl 4-(4-(3-chloro-4-fluorophenyl)piperidin-1-yl)-n-butyrate, 3-(3-(4-(3-chloro-4-fluorophenyl)piperidin-1-yl)propyl)-5,6,7,8-tetrahydro-4H-cyclohepta[c]isoxazole is obtained. Reactants: NC=1C=C(CC2=NNC(C=3CCCCC23)=O)C=CC1 (4-(3-Amino-benzyl)-5,6,7,8-tetrahydro-2H-phthalazin-1-one), COC(C(C)(C)N=C=O)=O (2-isocyanato-2-methyl-propionic acid methyl ester). Solvent: C(Cl)Cl (DCM). Run at time 2 day. Product: CC(C(=O)OC)(C)NC(NC1=CC(=CC=C1)CC1=NNC(C=2CCCCC12)=O)=O (Methyl 2-methyl-2-[[3-[(4-oxo-5,6,7,8-tetrahydro-3H-phthalazin-1-yl)methyl]phenyl]carbamoylamino]propanoate). Isolated yield 56.6%. As a reaction SMILES: [NH2:1][C:2]1[CH:3]=[C:4]([CH:17]=[CH:18][CH:19]=1)[CH2:5][C:6]1[C:15]2[CH2:14][CH2:13][CH2:12][CH2:11][C:10]=2[C:9](=[O:16])[NH:8][N:7]=1.[CH3:20][O:21][C:22](=[O:29])[C:23]([N:26]=[C:27]=[O:28])([CH3:25])[CH3:24]>C(Cl)Cl>[CH3:24][C:23]([NH:26][C:27](=[O:28])[NH:1][C:2]1[CH:19]=[CH:18][CH:17]=[C:4]([CH2:5][C:6]2[C:15]3[CH2:14][CH2:13][CH2:12][CH2:11][C:10]=3[C:9](=[O:16])[NH:8][N:7]=2)[CH:3]=1)([CH3:25])[C:22]([O:21][CH3:20])=[O:29]. Procedure details: To a solution of 4-(3-amino-benzyl)-5,6,7,8-tetrahydro-2H-phthalazin-1-one (4) (50 mg, 0.195 mmol) in dry DCM (10 ml) was added 2-isocyanato-2-methyl-propionic acid methyl ester (60 mg, 0.428 mmol). The resulting solution was stirred for 2 days, washed with water (3×10 ml), dried over sodium sulphate and concentrated in vacuo to yield a semi-crystalline solid (44 mg).